From a dataset of the Open Reaction Database (ORD), a public repository of structured organic reaction records. describe an organic reaction: reactants, conditions, products, and yield Procedure: Tert-butyl 4-(6-aminopyrimidin-4-yl)-1,4-diazepane-1-carboxylate 15-2 (0.50 g, 1.70 mmol), sodium hydride (0.136 g, 3.4 mmol) and 2-chloro-1,3-thiazole-5-carbonitrile 2-2 (0.246 g, 1.70 mmol) were treated as in Scheme 4 above. The product was purified on a C18 preparative column after treating the crude product with trifluoroacetic acid and then isolated via lyophilization. Hi-Res MS: calc: 302.1182 found: 302.1184. 1NMR (CD3OD): 8.45 ppm (s, 1H); 8.01 ppm (s, 1H); 6.16 ppm (s, 1H); 4.08 ppm (m,... The product is N1(CCNCCC1)C1=CC(=NC=N1)NC=1SC(=CN1)C#N (2-{[6-(1,4-diazepan-1-yl)pyrimidin-4-yl]amino}-1,3-thiazole-5-carbonitrile). Starting materials: NC1=CC(=NC=N1)N1CCN(CCC1)C(=O)OC(C)(C)C (Tert-butyl 4-(6-aminopyrimidin-4-yl)-1,4-diazepane-1-carboxylate), [H-].[Na+] (sodium hydride), ClC=1SC(=CN1)C#N (2-chloro-1,3-thiazole-5-carbonitrile). Reaction SMILES: [NH2:1][C:2]1[N:7]=[CH:6][N:5]=[C:4]([N:8]2[CH2:14][CH2:13][CH2:12][N:11](C(OC(C)(C)C)=O)[CH2:10][CH2:9]2)[CH:3]=1.[H-].[Na+].Cl[C:25]1[S:26][C:27]([C:30]#[N:31])=[CH:28][N:29]=1>>[N:8]1([C:4]2[N:5]=[CH:6][N:7]=[C:2]([NH:1][C:25]3[S:26][C:27]([C:30]#[N:31])=[CH:28][N:29]=3)[CH:3]=2)[CH2:14][CH2:13][CH2:12][NH:11][CH2:10][CH2:9]1 |f:1.2|. Reactants: C1COCCN1, COc1cc(Nc2c(C#N)cnc3nc4cc(OCCCl)c(OC)cc4cc23)c(Cl)cc1Cl, I, [Na]. The product is COc1cc(Nc2c(C#N)cnc3nc4cc(OCCN5CCOCC5)c(OC)cc4cc23)c(Cl)cc1Cl. RXN SMILES: [CH2:36]1[CH2:37][O:38][CH2:39][CH2:40][NH:41]1.[Cl:1][CH2:2][CH2:3][O:4][c:5]1[c:6]([O:32][CH3:33])[cH:7][c:8]2[c:9]([n:10][c:11]3[n:12][cH:13][c:14]([C:29]#[N:30])[c:15]([NH:18][c:19]4[c:20]([Cl:28])[cH:21][c:22]([Cl:27])[c:23]([O:25][CH3:26])[cH:24]4)[c:16]3[cH:17]2)[cH:31]1.[I:34].[Na:35]>>[CH2:2]([CH2:3][O:4][c:5]1[c:6]([O:32][CH3:33])[cH:7][c:8]2[c:9]([n:10][c:11]3[n:12][cH:13][c:14]([C:29]#[N:30])[c:15]([NH:18][c:19]4[c:20]([Cl:28])[cH:21][c:22]([Cl:27])[c:23]([O:25][CH3:26])[cH:24]4)[c:16]3[cH:17]2)[cH:31]1)[N:41]1[CH2:36][CH2:37][O:38][CH2:39][CH2:40]1. The reactants are ClC1=C(C=CC=C1)S(=O)(=O)N1CCC2(CCN(C2=O)C2=CC=C(C=C2)CC(=N)NO)CC1 (2-{4-[8-(2-chloro-benzenesulfonyl)-1-oxo-2,8-diaza-spiro[4.5]dec-2-yl]-phenyl}-N-hydroxy-acetamidine), C(C)(=O)OC(C)=O (acetic anhydride). The product is ClC1=C(C=CC=C1)S(=O)(=O)N1CCC2(CCN(C2=O)C2=CC=C(C=C2)CC2=NOC(=N2)C)CC1 (8-(2-chloro-benzenesulfonyl)-2-[4-(5-methyl-[1,2,4]oxadiazol-3-ylmethyl)-phenyl]-2,8-diaza-spiro[4.5]decan-1-one). As a reaction SMILES: [Cl:1][C:2]1[CH:7]=[CH:6][CH:5]=[CH:4][C:3]=1[S:8]([N:11]1[CH2:32][CH2:31][C:14]2([C:18](=[O:19])[N:17]([C:20]3[CH:25]=[CH:24][C:23]([CH2:26][C:27]([NH:29][OH:30])=[NH:28])=[CH:22][CH:21]=3)[CH2:16][CH2:15]2)[CH2:13][CH2:12]1)(=[O:10])=[O:9].[C:33](OC(=O)C)(=O)[CH3:34]>>[Cl:1][C:2]1[CH:7]=[CH:6][CH:5]=[CH:4][C:3]=1[S:8]([N:11]1[CH2:12][CH2:13][C:14]2([C:18](=[O:19])[N:17]([C:20]3[CH:25]=[CH:24][C:23]([CH2:26][C:27]4[N:28]=[C:33]([CH3:34])[O:30][N:29]=4)=[CH:22][CH:21]=3)[CH2:16][CH2:15]2)[CH2:31][CH2:32]1)(=[O:10])=[O:9]. Procedure details: Above 2-{4-[8-(2-chloro-benzenesulfonyl)-1-oxo-2,8-diaza-spiro[4.5]dec-2-yl]-phenyl}-N-hydroxy-acetamidine (150 mg) were treated at RT with acetic anhydride (40 ml) and then refluxed for 30 minutes. The reaction mixture was concentrated in vacuo, the residue purified by chromatography on silica gel to give the desired 8-(2-chloro-benzenesulfonyl)-2-[4-(5-methyl-[1,2,4]oxadiazol-3-ylmethyl)-phenyl]-2,8-diaza-spiro[4.5]decan-1-one as a light yellow crystalline solid. MS (ESI): 502.1 (MH+). The reactants are CC=1SC(=CC1)C=C[N+](=O)[O-] (2-methyl-5-(2-nitrovinyl)thiophene), [H-].[Al+3].[Li+].[H-].[H-].[H-] (lithium aluminum hydride), C(=O)([O-])C(O)C(O)C(=O)[O-].[Na+].[K+] (potassium sodium tartrate), O (water). Solvent: C(C)OCC (diethyl ether), C(C)OCC (diethyl ether). Conditions: time 8 hour. The product is CC1=CC=C(S1)CCN (2-(5-methylthiophen-2-yl)ethylamine). The yield is 20.3%. Reaction SMILES: [CH3:1][C:2]1[S:3][C:4]([CH:7]=[CH:8][N+:9]([O-])=O)=[CH:5][CH:6]=1.[H-].[Al+3].[Li+].[H-].[H-].[H-].O.C(C(C(C([O-])=O)O)O)([O-])=O.[Na+].[K+]>C(OCC)C>[CH3:1][C:2]1[S:3][C:4]([CH2:7][CH2:8][NH2:9])=[CH:5][CH:6]=1 |f:1.2.3.4.5.6,8.9.10|. Procedure details: Add 2-methyl-5-(2-nitrovinyl)thiophene (483 mg crude, 2.855 mmol, 1 eq) as a solution in diethyl ether (15 mL) to a solution of lithium aluminum hydride (227 mg, 5.995 mmol, 2.1 eq) in diethyl ether (5.995 mL) at a rate such as to maintain gentle reflux of the solution. Stir reaction for 5 minutes. Cautiously add water followed by several small portions of potassium sodium tartrate. Stir reaction vigorously for 1 hour and then let stand overnight. Separate organics, dry with magnesium sulfate, a... Starting materials: CC(c1ccccc1)N1CC(CCO[Si](C)(C)C(C)(C)C)(C(=O)OC(C)(C)C)CC1=O, CI, CCOC(C)=O, CC(C)[N-]C(C)C, [Li+], C1CCOC1, O=C(O)CC(O)(CC(=O)O)C(=O)O. Yields the product CC(c1ccccc1)N1CC(CCO[Si](C)(C)C(C)(C)C)(C(=O)OC(C)(C)C)C(C)C1=O. Reaction SMILES: [C:9]([CH3:10])([CH3:11])([CH3:12])[O:13][C:14](=[O:15])[C:16]1([CH2:30][CH2:31][O:32][Si:33]([CH3:34])([CH3:35])[C:36]([CH3:37])([CH3:38])[CH3:39])[CH2:17][N:18]([CH:22]([CH3:23])[c:24]2[cH:25][cH:26][cH:27][cH:28][cH:29]2)[C:19](=[O:21])[CH2:20]1.[CH3:40][I:41].[CH3:60][CH2:61][O:62][C:63](=[O:64])[CH3:65].[CH:1]([N-:2][CH:3]([CH3:4])[CH3:5])([CH3:6])[CH3:7].[Li+:8].[O:55]1[CH2:56][CH2:57][CH2:58][CH2:59]1.[OH:42][C:43]([CH2:44][C:45]([C:46](=[O:47])[OH:48])([CH2:49][C:50](=[O:51])[OH:52])[OH:53])=[O:54]>>[CH3:1][CH:20]1[C:16]([C:14]([O:13][C:9]([CH3:10])([CH3:11])[CH3:12])=[O:15])([CH2:30][CH2:31][O:32][Si:33]([CH3:34])([CH3:35])[C:36]([CH3:37])([CH3:38])[CH3:39])[CH2:17][N:18]([CH:22]([CH3:23])[c:24]2[cH:25][cH:26][cH:27][cH:28][cH:29]2)[C:19]1=[O:21].